This data is from the Open Reaction Database (ORD), a public repository of structured organic reaction records. The task is: describe an organic reaction: reactants, conditions, products, and yield Starting materials: O[C@H]1CC[C@]2([C@@H](C(OC=3[C@H]4[C@](CCC23)([C@H](CC4)[C@@H](CO)C)C)=O)C1)C ((1R,3aR,5aS,7S,9aS,11aR)-7-Hydroxy-1-[(S)-1-hydroxypropan-2-yl]-9a,11a-dimethyl-1,2,3,3a,5a,6,7,8,9,9a,11,11a-dodecahydrobenzo[c]cyclopenta[h]chromen-5(10H)-one). The reagents and catalysts are [Ag]=O (silver oxide). Run in C(C=C)Br (allylbromide). Conditions: time 12 hour. Yields the product COCO[C@H]1CC[C@]2([C@@H](C(OC=3[C@H]4[C@](CCC23)([C@H](CC4)[C@@H](COCC(=C)C)C)C)=O)C1)C ((1R,3aR,5aS,7S,9aS,11aR)-7-Methoxymethoxy-9a,11a-dimethyl-1-[(S)-1-(2-methylallyloxy)propan-2-yl]-1,2,3,3a,5a,6,7,8,9,9a,11,11a-dodecahydrobenzo[c]cyclopenta[h]chromen-5(10H)-one). The yield is 99.0%. RXN SMILES: [OH:1][C@@H:2]1[CH2:24][C@@H:6]2[C:7](=[O:23])[O:8][C:9]3[C@@H:10]4[CH2:17][CH2:16][C@H:15]([C@H:18]([CH3:21])[CH2:19][OH:20])[C@@:11]4([CH3:22])[CH2:12][CH2:13][C:14]=3[C@@:5]2([CH3:25])[CH2:4][CH2:3]1>C(Br)C=C.[Ag]=O>[CH3:7][O:8][CH2:9][O:1][C@@H:2]1[CH2:24][C@@H:6]2[C:7](=[O:23])[O:8][C:9]3[C@@H:10]4[CH2:17][CH2:16][C@H:15]([C@H:18]([CH3:21])[CH2:19][O:20][CH2:6][C:5]([CH3:14])=[CH2:4])[C@@:11]4([CH3:22])[CH2:12][CH2:13][C:14]=3[C@@:5]2([CH3:25])[CH2:4][CH2:3]1. Procedure details: Compound 95 (7.6 mg, 0.019 mmol) obtained in Example 67 was dissolved in allylbromide (0.5 mL), and silver oxide (986 mg, 4.25 mmol) was added thereto, followed by stirring under light shading at room temperature for 12 hours. Silver oxide was separated by filtration, the filtrate was concentrated, and then the residue was purified by silica gel column chromatography (33% ethyl acetate/n-hexane) to obtain the title compound (4.2 mg, 48%). Reactants: CC2(C)COB(B1OCC(C)(C)CO1)OC2 (effective_coupling_partner), COc2ccc(c1ccccc1)cc2 (substrate). The reagents and catalysts are ICy. Conditions: temperature 120 celsius, time 12 hour. Product: c4ccc(c3ccc(c2ccc(c1ccccc1)cc2)cc3)cc4. Starting materials: C1C=CC=C2C(=C3C(=CC=C21)C=CC=C3)C(=O)O (Dibenzo[a,d]cycloheptene-5-carboxylic acid), N[C@@H]1CN(CC1)CCC1=CC=C(C=C1)F ((S)-3-amino-1-(2-(4-fluorophenyl)ethyl)pyrrolidine). The product is FC1=CC=C(C=C1)CCN1C[C@H](CC1)NC(=O)C1=C2C(=CC=C3C1=CC=CC3)C=CC=C2 ((S)-N-(1-(2-(4-fluorophenyl)ethyl)pyrrolidin-3-yl)dibenzo[a,d]cycloheptene-5-carboxamide). RXN SMILES: [CH2:1]1[C:11]2[C:5]([C:6]([C:16](O)=[O:17])=[C:7]3[CH:15]=[CH:14][CH:13]=[CH:12][C:8]3=[CH:9][CH:10]=2)=[CH:4][CH:3]=[CH:2]1.[NH2:19][C@H:20]1[CH2:24][CH2:23][N:22]([CH2:25][CH2:26][C:27]2[CH:32]=[CH:31][C:30]([F:33])=[CH:29][CH:28]=2)[CH2:21]1>>[F:33][C:30]1[CH:29]=[CH:28][C:27]([CH2:26][CH2:25][N:22]2[CH2:23][CH2:24][C@H:20]([NH:19][C:16]([C:6]3[C:5]4=[CH:4][CH:3]=[CH:2][CH2:1][C:11]4=[CH:10][CH:9]=[C:8]4[CH:12]=[CH:13][CH:14]=[CH:15][C:7]=34)=[O:17])[CH2:21]2)=[CH:32][CH:31]=1. Procedure details: Dibenzo[a,d]cycloheptene-5-carboxylic acid and (S)-3-amino-1-(2-(4-fluorophenyl)ethyl)pyrrolidine were reacted under the same conditions as in Example 23 to give (S)-N-(1-(2-(4-fluorophenyl)ethyl)pyrrolidin-3-yl)dibenzo[a,d]cycloheptene-5-carboxamide, melting point 127-128° C. Reactants: FC(C(=O)O)(F)F (trifluoroacetic acid), FC=1C=NC(=NC1)N1C(N(C(C1)C(=O)OC(C)(C)C)C)=O (1,1-Dimethylethyl 1-(5-fluoro-2-pyrimidinyl)-3-methyl-2-oxo-4-imidazolidinecarboxylate), C1(=CC=CC=C1)C (toluene). Solvent: ClCCl (dichloromethane), ClCCl (dichloromethane). Reaction conditions: time 2 hour. Yields the product FC(CN1C(N(CC1C(=O)O)C)=O)F (3-(2,2-difluoroethyl)-1-methyl-2-oxo-4-imidazolidinecarboxylic acid). As a reaction SMILES: FC1C=N[C:5]([N:8]2[CH2:12][CH:11]([C:13]([O:15]C(C)(C)C)=[O:14])[N:10]([CH3:20])[C:9]2=[O:21])=NC=1.[F:22][C:23](F)([F:27])C(O)=O.C1(C)C=CC=CC=1>ClCCl>[F:22][CH:23]([F:27])[CH2:20][N:10]1[CH:11]([C:13]([OH:15])=[O:14])[CH2:12][N:8]([CH3:5])[C:9]1=[O:21]. Reported procedure: To a solution of 1,1-dimethylethyl 1-methyl-2-oxo-4-imidazolidinecarboxylate (200 mg, 0.999 mmol) (prepared as described in step (i) of Example 49 from 5-(1,1-dimethylethyl)1-(phenylmethyl)3-methyl-2-oxo-1,5-imidazolidinedicarboxylate, itself prepared as described in step (ii) of Example 13, starting originally from (4S)-2-oxo-3-{[(phenylmethyl)oxy]carbonyl}-4-imidazolidinecarboxylic acid) in N,N-dimethylformamide (10 ml) at −35° C. under argon was added sodium hydride (39.9 mg, 0.999 mmol). The... Reactants: BrC1=C(C=C(C(=C1)F)[N+](=O)[O-])O (2-bromo-4-fluoro-5-nitrophenol), NC1=C(C=C(C=C1)O)F (4-amino-3-fluorophenol). The product is NC=1C=C(C=CC1F)O (3-amino-4-fluorophenol). RXN SMILES: Br[C:2]1[CH:7]=[C:6]([F:8])[C:5]([N+:9]([O-])=O)=[CH:4][C:3]=1[OH:12].NC1C=CC(O)=CC=1F>>[NH2:9][C:5]1[CH:4]=[C:3]([OH:12])[CH:2]=[CH:7][C:6]=1[F:8]. Procedure details: This compound was prepared from 2-bromo-4-fluoro-5-nitrophenol (3.1 g, 13.1 mmol) in the manner described for 4-amino-3-fluorophenol, affording quantitative yield of crude 3-amino-4-fluorophenol which was used without further purification. 1H-NMR (DMSO-d6) δ 8.60 (br s, 2H), 7.12 (dd, J=7.8, 6.6 Hz, 1H), 6.82 (dd, J=5.1, 1.5 Hz, 1H), 6.55 to 6.61 (m, 1H).